Dataset: the Open Reaction Database (ORD), a public repository of structured organic reaction records. Task: describe an organic reaction: reactants, conditions, products, and yield Reactants: ClC(=O)OCC(C)C (isobutyl chloroformate), C[Si](ON)(C)C (O-(Trimethylsilyl)hydroxylamine), C1(CCCCC1)CCC[C@H](CC(=O)O)C1=NC(=NO1)C(=O)N(C)CCN(C)C ((3R)-6-cyclohexyl-3-(3-{[[2-(dimethylamino)ethyl](methyl)amino]carbonyl}-1,2,4-oxadiazol-5-yl)hexanoic acid), CN1CCOCC1 (N-methylmorpholine). Solvent: ClCCl (dichloromethane), CO (methanol). Run at time 1 hour. Product: C1(CCCCC1)CCC[C@H](CC(=O)NO)C1=NC(=NO1)C(=O)N(C)CCN(C)C (5-{(1R)-4-Cyclohexyl-1-[2-(hydroxyamino)-2-oxoethyl]butyl}-N-[2-(dimethylamino)ethyl]-N-methyl-1,2,4-oxadiazole-3-carboxamide). The yield is 41.7%. As a reaction SMILES: [CH:1]1([CH2:7][CH2:8][CH2:9][C@@H:10]([C:15]2[O:19][N:18]=[C:17]([C:20]([N:22]([CH2:24][CH2:25][N:26]([CH3:28])[CH3:27])[CH3:23])=[O:21])[N:16]=2)[CH2:11][C:12](O)=[O:13])[CH2:6][CH2:5][CH2:4][CH2:3][CH2:2]1.CN1CCOCC1.ClC(OCC(C)C)=O.C[Si](C)(C)[O:46][NH2:47]>ClCCl.CO>[CH:1]1([CH2:7][CH2:8][CH2:9][C@@H:10]([C:15]2[O:19][N:18]=[C:17]([C:20]([N:22]([CH2:24][CH2:25][N:26]([CH3:28])[CH3:27])[CH3:23])=[O:21])[N:16]=2)[CH2:11][C:12]([NH:47][OH:46])=[O:13])[CH2:6][CH2:5][CH2:4][CH2:3][CH2:2]1. Procedure: A solution (3R)-6-cyclohexyl-3-(3-{[[2-(dimethylamino)ethyl](methyl)amino]carbonyl}-1,2,4-oxadiazol-5-yl)hexanoic acid (Preparation 82) (450 mg, 0.72 mmol) and N-methylmorpholine (284 μl, 2.53 mmol) in dichloromethane (10 ml) was cooled to 0° C., treated with isobutyl chloroformate (112 μl, 0.87 mmol) and stirred under an argon atmosphere for 1 hour. O-(Trimethylsilyl)hydroxylamine (355 μl, 2.90 mmol) was added and the mixture was stirred for 3.5 hours, being allowed to warm to room temperature ... Reactants: C1CCOC1, CO, COC(=O)COc1ccc(C2CC2)cc1, Cl, [Li+], [OH-]. Yields the product O=C(O)COc1ccc(C2CC2)cc1. RXN SMILES: [CH2:21]1[O:22][CH2:23][CH2:24][CH2:25]1.[CH3:16][OH:17].[CH3:1][O:2][C:3]([CH2:4][O:5][c:6]1[cH:7][cH:8][c:9]([CH:12]2[CH2:13][CH2:14]2)[cH:10][cH:11]1)=[O:15].[ClH:20].[Li+:18].[OH-:19]>>[O:2]=[C:3]([CH2:4][O:5][c:6]1[cH:7][cH:8][c:9]([CH:12]2[CH2:13][CH2:14]2)[cH:10][cH:11]1)[OH:15]. Starting materials: stainless steel, OCC=1OC(=CC1)CO (2,5-bis-(hydroxymethyl)furan), ruthenium zeolite. Run in CO (methanol). Reaction conditions: temperature 30 celsius, time 30 minute. Product: OCC1OC(CC1)CO (2,5-bis-hydroxymethyl tetrahydrofuran). Isolated yield 99.0%. Reaction SMILES: [OH:1][CH2:2][C:3]1[O:4][C:5]([CH2:8][OH:9])=[CH:6][CH:7]=1>CO>[OH:1][CH2:2][CH:3]1[CH2:7][CH2:6][CH:5]([CH2:8][OH:9])[O:4]1. Reported procedure: Into a 300 ml stainless steel autoclave was charged 40.03 g. 2,5-bis-(hydroxymethyl)furan, 100 ml methanol and 3 g. of cationic ruthenium zeolite. After pressurizing with H2 to 1900 psig and initiating stirring, the exothermic reduction occurred increasing the temperature from 30° C. (reaction temperature) to 61° C. The reduction temperature started to decrease as the reduction slowed down. The reduction was complete in 30 minutes and workup gave 99 percent 2,5-bis-hydroxymethyl tetrahydrofuran ... Reactants: C(C)(C)C1=NN2C(N=C(C(=C2)C2=CC=CC=C2)C2=CC=C(C=O)C=C2)=N1 (4-(2-isopropyl-6-phenyl[1,2,4]triazolo[1,5-a]pyrimidin-5-yl)benzaldehyde), [BH-](OC(=O)C)(OC(=O)C)OC(=O)C.[Na+] (NaBH(OAc)3), 2-(5-piperidin-4H[1,2,4]triazol-3-yl)-pyridine, N(N)C(=O)C1CCN(CC1)C(=O)OC(C)(C)C (tert-butyl 4-(hydrazinocarbonyl)piperidine-1-carboxylate), N1=C(C=CC=C1)C#N (pyridine-2-carbonitrile), [BH-](OC(=O)C)(OC(=O)C)OC(=O)C.[Na+] (NaBH(OAc)3). Run in CN(C)C=O (DMF), C(C)(=O)O (acetic acid), C(C)N(CC)CC (triethylamine), CO (methanol). The product is C(C)(C)C1=NN2C(N=C(C(=C2)C2=CC=CC=C2)C2=CC=C(C=C2)CN2CCC(CC2)C2=NNC(=N2)C2=NC=CC=C2)=N1 (2-Isopropyl-6-phenyl-5-(4-{[4-(5-pyridin-2-yl-1H-1,2,4-triazol-3-yl)piperidin-1-yl]methyl}phenyl)[1,2,4]triazolo[1,5-a]pyrimidine). Reaction SMILES: [NH:1]([C:3]([CH:5]1[CH2:10][CH2:9][N:8]([C:11](OC(C)(C)C)=O)[CH2:7][CH2:6]1)=O)[NH2:2].[N:18]1[CH:23]=[CH:22][CH:21]=[CH:20][C:19]=1[C:24]#[N:25].[CH:26]([C:29]1[N:51]=[C:32]2[N:33]=[C:34]([C:43]3[CH:50]=[CH:49][C:46](C=O)=[CH:45][CH:44]=3)[C:35]([C:37]3[CH:42]=[CH:41][CH:40]=[CH:39][CH:38]=3)=[CH:36][N:31]2[N:30]=1)([CH3:28])[CH3:27].[BH-](OC(C)=O)(OC(C)=O)OC(C)=O.[Na+]>CO.CN(C=O)C.C(O)(=O)C.C(N(CC)CC)C>[CH:26]([C:29]1[N:51]=[C:32]2[N:33]=[C:34]([C:43]3[CH:44]=[CH:45][C:46]([CH2:11][N:8]4[CH2:7][CH2:6][CH:5]([C:3]5[N:25]=[C:24]([C:19]6[CH:20]=[CH:21][CH:22]=[CH:23][N:18]=6)[NH:2][N:1]=5)[CH2:10][CH2:9]4)=[CH:49][CH:50]=3)[C:35]([C:37]3[CH:42]=[CH:41][CH:40]=[CH:39][CH:38]=3)=[CH:36][N:31]2[N:30]=1)([CH3:28])[CH3:27] |f:3.4|. Reported procedure: 2.2 ml triethylamine is added to a solution of 1.90 g 2-(5-piperidin-4H[1,2,4]triazol-3-yl)-pyridine*2HCl (prepared from tert-butyl 4-(hydrazinocarbonyl)piperidine-1-carboxylate and pyridine-2-carbonitrile according to a procedure described in U.S. Pat. No. 4,011,218 or WO2005100344) in 140 ml methanol. To this solution a solution of 2.30 g 4-(2-isopropyl-6-phenyl[1,2,4]triazolo[1,5-a]pyrimidin-5-yl)benzaldehyde in 140 ml DMF is added, followed by 2.4 ml glacial acetic acid and 3.0 g NaBH(OAc)3.... The yield is 92.0%. Product: COC(=O)C1CN(C2=C(CN1S(=O)(=O)C1=CC=C(C=C1)OC)C=CC=C2)C(C2=CC=CC=C2)=O (1-Benzoyl-4-(4-methoxy-benzenesulfonyl)-2,3,4,5-tetrahydro-1H-[1,4]benzodiazepine-3-carboxylic acid methyl ester). RXN SMILES: [CH3:1][O:2][C:3](=[O:34])[C:4]([N:6]([CH2:18][C:19]1[CH:24]=[CH:23][CH:22]=[CH:21][C:20]=1[NH:25][C:26](=[O:33])[C:27]1[CH:32]=[CH:31][CH:30]=[CH:29][CH:28]=1)[S:7]([C:10]1[CH:15]=[CH:14][C:13]([O:16][CH3:17])=[CH:12][CH:11]=1)(=[O:9])=[O:8])=[CH2:5].C(=O)(O)[O-].[Na+]>CO>[CH3:1][O:2][C:3]([CH:4]1[N:6]([S:7]([C:10]2[CH:11]=[CH:12][C:13]([O:16][CH3:17])=[CH:14][CH:15]=2)(=[O:9])=[O:8])[CH2:18][C:19]2[CH:24]=[CH:23][CH:22]=[CH:21][C:20]=2[N:25]([C:26](=[O:33])[C:27]2[CH:28]=[CH:29][CH:30]=[CH:31][CH:32]=2)[CH2:5]1)=[O:34] |f:1.2|. The solvent is CO (methanol). The reactants are COC(C(=C)N(S(=O)(=O)C1=CC=C(C=C1)OC)CC1=C(C=CC=C1)NC(C1=CC=CC=C1)=O)=O (2-[(2-Benzoylamino-benzyl)-(4-methoxy-benzenesulfonyl)-amino]-acrylic acid methyl ester), C([O-])(O)=O.[Na+] (sodium bicarbonate). Procedure details: The procedure of Example 35 was followed using the product from Example 34 (500 mg, 1.04 mmol) and sodium bicarbonate (114 mg, 1.35 mmoml) in methanol (5 ml) to give 460 mg (92%) of the product. The reactants are CN=C=O, COCC(C)(C)c1cc(N)no1. The product is CNC(=O)Nc1cc(C(C)(C)COC)on1. RXN SMILES: [CH3:13][N:14]=[C:15]=[O:16].[NH2:1][c:2]1[n:3][o:4][c:5]([C:7]([CH3:8])([CH3:9])[CH2:10][O:11][CH3:12])[cH:6]1>>[NH:1]([c:2]1[n:3][o:4][c:5]([C:7]([CH3:8])([CH3:9])[CH2:10][O:11][CH3:12])[cH:6]1)[C:15]([NH:14][CH3:13])=[O:16]. Starting materials: [O-]P(=O)([O-])[O-].[K+].[K+].[K+] (Potassium phosphate tribasic), CS(=O)(=O)OC1=CC2=CC=C(C=C2C=C1)C1=C(C(=CC(=C1)N1C(NC(C=C1)=O)=O)C(C)(C)C)OC (6-(3-tert-butyl-5-(2,4-dioxo-3,4-dihydropyrimidin-1(2H)-yl)-2-methoxyphenyl)naphthalen-2-yl methanesulfonate), CS(=O)(=O)N (methanesulfonamide), C(C)(C)(CC)O (tert-amyl alcohol), C(C)(C)(CC)O (tert-Amyl alcohol), C(C)(C)(C)P(C1=C(C(=CC=C1OC)OC)C1=C(C=C(C=C1C(C)C)C(C)C)C(C)C)C(C)(C)C (di-tert-butyl(2′,4′,6′-triisopropyl-3,6-dimethoxybiphenyl-2-yl)phosphine), O (water). Reagents/catalysts: C(C)(=O)[O-].[Pd+2].C(C)(=O)[O-] (Palladium acetate). Reaction conditions: temperature 80 celsius, time 15 minute. Yields the product C(C)(C)(C)C=1C(=C(C=C(C1)N1C(NC(C=C1)=O)=O)C=1C=C2C=CC(=CC2=CC1)NS(=O)(=O)C)OC (N-(6-(3-tert-butyl-5-(2,4-dioxo-3,4-dihydropyrimidin-1(2H)-yl)-2-methoxyphenyl)naphthalen-2-yl)methanesulfonamide). Reaction SMILES: C(P(C(C)(C)C)C1C(OC)=CC=C(OC)C=1C1C(C(C)C)=CC(C(C)C)=CC=1C(C)C)(C)(C)C.O.C(O)(CC)(C)C.[O-]P([O-])([O-])=O.[K+].[K+].[K+].CS(O[C:55]1[CH:64]=[CH:63][C:62]2[C:57](=[CH:58][CH:59]=[C:60]([C:65]3[CH:70]=[C:69]([N:71]4[CH:76]=[CH:75][C:74](=[O:77])[NH:73][C:72]4=[O:78])[CH:68]=[C:67]([C:79]([CH3:82])([CH3:81])[CH3:80])[C:66]=3[O:83][CH3:84])[CH:61]=2)[CH:56]=1)(=O)=O.[CH3:85][S:86]([NH2:89])(=[O:88])=[O:87]>C([O-])(=O)C.[Pd+2].C([O-])(=O)C>[C:79]([C:67]1[C:66]([O:83][CH3:84])=[C:65]([C:60]2[CH:61]=[C:62]3[C:57](=[CH:58][CH:59]=2)[CH:56]=[C:55]([NH:89][S:86]([CH3:85])(=[O:88])=[O:87])[CH:64]=[CH:63]3)[CH:70]=[C:69]([N:71]2[CH:76]=[CH:75][C:74](=[O:77])[NH:73][C:72]2=[O:78])[CH:68]=1)([CH3:82])([CH3:81])[CH3:80] |f:3.4.5.6,9.10.11|. Reported procedure: Palladium acetate (0.0018 g, 8.09 μmol), di-tert-butyl(2′,4′,6′-triisopropyl-3,6-dimethoxybiphenyl-2-yl)phosphine (0.0086 g, 0.018 mmol) and water (0.6 μL, 0.032 mmol) were charged to a 40-mL reaction vial inside an inert atmosphere glove box. tert-Amyl alcohol (1.0 mL) was added, and the contents were heated to 80° C. and stirred at this temperature for 15 minutes. The reaction mixture was cooled down to room temperature. Potassium phosphate tribasic (0.094 g, 0.445 mmol), 6-(3-tert-butyl-5-(2,... Reactants: CC(=O)O[BH-](OC(C)=O)OC(C)=O, CC(=O)O, O=C(Nc1ccc(Cl)c(-c2ccccn2)c1)c1ccc(N2CCNCC2=O)cc1, [Na+], CN(C)C=O. Product: CN1CCN(c2ccc(C(=O)Nc3ccc(Cl)c(-c4ccccn4)c3)cc2)C(=O)C1. Reaction SMILES: [C:30]([O:31][BH-:32]([O:33][C:34](=[O:35])[CH3:36])[O:37][C:38](=[O:39])[CH3:40])(=[O:41])[CH3:42].[C:44]([OH:45])(=[O:46])[CH3:47].[Cl:1][c:2]1[c:3](-[c:24]2[n:25][cH:26][cH:27][cH:28][cH:29]2)[cH:4][c:5]([NH:8][C:9]([c:10]2[cH:11][cH:12][c:13]([N:16]3[C:17](=[O:22])[CH2:18][NH:19][CH2:20][CH2:21]3)[cH:14][cH:15]2)=[O:23])[cH:6][cH:7]1.[Na+:43].[O:48]=[CH:49][N:50]([CH3:51])[CH3:52]>>[Cl:1][c:2]1[c:3](-[c:24]2[n:25][cH:26][cH:27][cH:28][cH:29]2)[cH:4][c:5]([NH:8][C:9]([c:10]2[cH:11][cH:12][c:13]([N:16]3[C:17](=[O:22])[CH2:18][N:19]([CH3:30])[CH2:20][CH2:21]3)[cH:14][cH:15]2)=[O:23])[cH:6][cH:7]1. Reactants: CCOC(=O)C=Cc1ccc(N(C(=O)OC(C)(C)C)C2CCNC2)nc1, O=C([O-])O, CC#N, CCOC(C)=O, BrCC1CC1, [I-], [K+], [K+], [Na+], O=C([O-])O, O. The product is CCOC(=O)C=Cc1ccc(N(C(=O)OC(C)(C)C)C2CCN(CC3CC3)C2)nc1. Reaction SMILES: [C:1]([CH3:2])([CH3:3])([CH3:4])[O:5][C:6](=[O:7])[N:8]([c:9]1[cH:10][cH:11][c:12]([CH:15]=[CH:16][C:17](=[O:18])[O:19][CH2:20][CH3:21])[cH:13][n:14]1)[CH:22]1[CH2:23][NH:24][CH2:25][CH2:26]1.[C:32](=[O:33])([O-:34])[OH:35].[CH3:44][C:45]#[N:46].[CH3:47][CH2:48][O:49][C:50]([CH3:51])=[O:52].[CH:27]1([CH2:30][Br:31])[CH2:28][CH2:29]1.[I-:38].[K+:36].[K+:37].[Na+:43].[O-:39][C:40]([OH:41])=[O:42].[OH2:53]>>[C:1]([CH3:2])([CH3:3])([CH3:4])[O:5][C:6](=[O:7])[N:8]([c:9]1[cH:10][cH:11][c:12]([CH:15]=[CH:16][C:17](=[O:18])[O:19][CH2:20][CH3:21])[cH:13][n:14]1)[CH:22]1[CH2:23][N:24]([CH2:30][CH:27]2[CH2:28][CH2:29]2)[CH2:25][CH2:26]1.